This data is from the Open Reaction Database (ORD), a public repository of structured organic reaction records. The task is: describe an organic reaction: reactants, conditions, products, and yield Starting materials: (S)-3-hydroxy-piperidine-1-carboxylic acid tert-butyl ester alcohol, FC=1C=C(C=C(C1)F)[N+](=O)[O-] (3,5-difluoronitrobenzene), [H-].[Na+] (sodium hydride), C(C)(C)(C)OC(=O)N1CC(CCC1)OC1=CC(=CC(=C1)[N+](=O)[O-])F (3-(3-Fluoro-5-nitro-phenoxy)-piperidine-1-carboxylic acid tert-butyl ester). The solvent is CN(C)C=O (DMF), CN(C)C=O (DMF), C(C)(=O)OCC (ethyl acetate). Run at time 1 hour. Yields the product desired product, C(C)(C)(C)OC(=O)N1C[C@H](CCC1)OC1=CC(=CC(=C1)[N+](=O)[O-])F ((S)-3-(3-fluoro-5-nitro-phenoxy)-piperidine-1-carboxylic acid tert-butyl ester). Reaction SMILES: [C:1]([O:5][C:6]([N:8]1[CH2:13][CH2:12][CH2:11][CH:10]([O:14][C:15]2[CH:20]=[C:19]([N+:21]([O-:23])=[O:22])[CH:18]=[C:17]([F:24])[CH:16]=2)[CH2:9]1)=[O:7])([CH3:4])([CH3:3])[CH3:2].[H-].[Na+].FC1C=C([N+]([O-])=O)C=C(F)C=1>CN(C=O)C.C(OCC)(=O)C>[C:1]([O:5][C:6]([N:8]1[CH2:13][CH2:12][CH2:11][C@H:10]([O:14][C:15]2[CH:20]=[C:19]([N+:21]([O-:23])=[O:22])[CH:18]=[C:17]([F:24])[CH:16]=2)[CH2:9]1)=[O:7])([CH3:4])([CH3:2])[CH3:3] |f:1.2|. Procedure: 3-(3-Fluoro-5-nitro-phenoxy)-piperidine-1-carboxylic acid tert-butyl ester. A 3 L 3-neck round bottom flask was charged with sodium hydride (60% in oil, 54.24 g, 1.356 mol) and DMF (1 L). The flask was cooled in an ice bath, a solution of (S)-3-hydroxy-piperidine-1-carboxylic acid tert-butyl ester alcohol (210 g, 1.043 mol) in DMF (500 mL) was added dropwise over 30 minutes to the flask, maintaining an internal temperature below 5° C. The solution was stirred for 1 hour, then was added via a can...